This data is from the Open Reaction Database (ORD), a public repository of structured organic reaction records. The task is: describe an organic reaction: reactants, conditions, products, and yield Reactants: C([O-])(O)=O.[Na+] (sodium bicarbonate), COC1=C(N2C(CC2C1)=O)C(=O)OCC1=CC=CC=C1 (benzyl 3-methoxy-1-azabicyclo[3.2.0]hept-2-en-7-one-2-carboxylate), C (charcoal). Reagents/catalysts: [Pd] (palladium). Solvent: O1CCOCC1.O (dioxane H2O). Conditions: time 30 minute. Product: COC1=C(N2C(CC2C1)=O)C(=O)[O-].[Na+] (sodium 3-methoxy-1-azabicyclo[3.2.0]hept-2-en-7-one-2-carboxylate). RXN SMILES: [CH3:1][O:2][C:3]1[CH2:9][CH:8]2[N:5]([C:6](=[O:10])[CH2:7]2)[C:4]=1[C:11]([O:13]CC1C=CC=CC=1)=[O:12].C.C(=O)(O)[O-].[Na+:26]>[Pd].O1CCOCC1.O>[CH3:1][O:2][C:3]1[CH2:9][CH:8]2[N:5]([C:6](=[O:10])[CH2:7]2)[C:4]=1[C:11]([O-:13])=[O:12].[Na+:26] |f:2.3,5.6,7.8|. Reported procedure: A mixture of benzyl 3-methoxy-1-azabicyclo[3.2.0]hept-2-en-7-one-2-carboxylate (50 mg) and 10% palladium on powdered charcoal (50 mg) in 1:1 dioxane-H2O (5 ml) containing sodium bicarbonate (12.5 ml) is hydrogenated at 40 psi for 30 mins. The mixture is filtered and the catalyst is washed with more water (5 ml). The combined filtrate is extracted with ethyl acetate, concentrated in vacuo to ca. 2 ml, and lyophilized to yield sodium 3-methoxy-1-azabicyclo[3.2.0]hept-2-en-7-one-2-carboxylate. Reactants: CCOC(=O)c1cc2c(Oc3cccc(C)c3)cccc2[nH]1, CO, [Li+], [OH-], O. Product: Cc1cccc(Oc2cccc3[nH]c(C(=O)O)cc23)c1. As a reaction SMILES: [CH2:1]([CH3:2])[O:3][C:4](=[O:5])[c:6]1[nH:7][c:8]2[cH:9][cH:10][cH:11][c:12]([O:15][c:16]3[cH:17][c:18]([CH3:22])[cH:19][cH:20][cH:21]3)[c:13]2[cH:14]1.[CH3:25][OH:26].[Li+:24].[OH-:23].[OH2:27]>>[O:3]=[C:4]([OH:5])[c:6]1[nH:7][c:8]2[cH:9][cH:10][cH:11][c:12]([O:15][c:16]3[cH:17][c:18]([CH3:22])[cH:19][cH:20][cH:21]3)[c:13]2[cH:14]1. The reactants are C(C1=CC=CC=C1)Br (benzylbromide), C1(=CCCCC1)CO (cyclohexene-1-methanol), CS(=O)C (DMSO), [H-].[Na+] (Sodium hydride). Run in O (water). Run at time 2 hour. Product: C(C1=CC=CC=C1)OCC1C=CCCC1 (3-benzoxymethylcyclohexene). RXN SMILES: [C:1]1([CH2:7][OH:8])[CH2:6][CH2:5][CH2:4][CH2:3][CH:2]=1.CS(C)=O.[H-].[Na+].[CH2:15](Br)[C:16]1[CH:21]=[CH:20][CH:19]=[CH:18][CH:17]=1>O>[CH2:7]([O:8][CH2:15][CH:16]1[CH2:21][CH2:20][CH2:19][CH:18]=[CH:17]1)[C:1]1[CH:6]=[CH:5][CH:4]=[CH:3][CH:2]=1 |f:2.3|. Procedure: A 500 mL round bottom flask equipped with a mechanical stirrer was charged with 19.8 g (0.177 mol) cyclohexene-1-methanol, and 150 mL of DMSO. Sodium hydride (4.90 g, 95% in purity; 0.194 mol) was slowly added to above mixture in an ice bath over 20 min. After the above mixture was reacted at room temperature for 1 hr, 30.2 g (0.177 mol) of benzylbromide was slowly added to the above mixture over 15 min. The reaction was carried out at 60° C. for 2 hrs. The reaction mixture was cooled to room te... Starting materials: ClC1=C(C=CC(=C1)Cl)C1=CC2=C(N(C3=CC=C(C=C23)C=2NN=C(C2)C)C)N(C1=O)C (3-(2,4-dichlorophenyl)-1,9-dimethyl-6-(5-methyl-2H-pyrazol-3-yl)-1,9-dihydropyrido[2,3-b]indol-2-one), BrCCOC1OCCCC1 (2-(2-bromoethoxy)tetrahydropyran). Yields the product ClC1=C(C=CC(=C1)Cl)C1=CC2=C(N(C3=CC=C(C=C23)C2=NN(C=C2)CCOC2OCCCC2)C)N(C1=O)C (3-(2,4-Dichlorophenyl)-1,9-dimethyl-6-{1-[2-(tetrahydropyran-2-yloxy)ethyl]-1H-pyrazol-3-yl}-1,9-dihydropyrido[2,3-b]indol-2-one). As a reaction SMILES: [Cl:1][C:2]1[CH:7]=[C:6]([Cl:8])[CH:5]=[CH:4][C:3]=1[C:9]1[C:28](=[O:29])[N:27]([CH3:30])[C:12]2[N:13]([CH3:26])[C:14]3[C:19]([C:11]=2[CH:10]=1)=[CH:18][C:17]([C:20]1[NH:21][N:22]=[C:23](C)[CH:24]=1)=[CH:16][CH:15]=3.Br[CH2:32][CH2:33][O:34][CH:35]1[CH2:40][CH2:39][CH2:38][CH2:37][O:36]1>>[Cl:1][C:2]1[CH:7]=[C:6]([Cl:8])[CH:5]=[CH:4][C:3]=1[C:9]1[C:28](=[O:29])[N:27]([CH3:30])[C:12]2[N:13]([CH3:26])[C:14]3[C:19]([C:11]=2[CH:10]=1)=[CH:18][C:17]([C:20]1[CH:24]=[CH:23][N:22]([CH2:32][CH2:33][O:34][CH:35]2[CH2:40][CH2:39][CH2:38][CH2:37][O:36]2)[N:21]=1)=[CH:16][CH:15]=3. Reported procedure: The process is carried out as indicated in Example 36 above, using 3-(2,4-dichlorophenyl)-1,9-dimethyl-6-(5-methyl-2H-pyrazol-3-yl)-1,9-dihydropyrido[2,3-b]indol-2-one described in Example 39 and 2-(2-bromoethoxy)tetrahydropyran (Collect. Czech. Chem. Commun.; EN; 69; 10; 2004; 1843-1876). Starting materials: ClC1=NC=CC(=N1)N (2-chloropyrimidin-4-amine), [H-].[Na+] (sodium hydride), O (water), BrC1=C(C=C(C(=C1)F)[N+](=O)[O-])F (1-bromo-2,5-difluoro-4-nitrobenzene). Solvent: CO (MeOH), C1CCOC1 (THF). Run at time 10 minute. Yields the product BrC=1C(=CC(=C(C1)NC1=NC(=NC=C1)Cl)[N+](=O)[O-])F (N-(5-bromo-4-fluoro-2-nitrophenyl)-2-chloropyrimidin-4-amine). The yield is 57.4%. RXN SMILES: [Cl:1][C:2]1[N:7]=[C:6]([NH2:8])[CH:5]=[CH:4][N:3]=1.[H-].[Na+].[Br:11][C:12]1[CH:17]=[C:16](F)[C:15]([N+:19]([O-:21])=[O:20])=[CH:14][C:13]=1[F:22].O>C1COCC1.CO>[Br:11][C:12]1[C:13]([F:22])=[CH:14][C:15]([N+:19]([O-:21])=[O:20])=[C:16]([NH:8][C:6]2[CH:5]=[CH:4][N:3]=[C:2]([Cl:1])[N:7]=2)[CH:17]=1 |f:1.2|. Reported procedure: To a solution of 2-chloropyrimidin-4-amine (1.31 g, 10.08 mmol) in THF (55 mL) at 0° C. was added sodium hydride (60% in oil, 806.69 mg, 20.17 mmol) portion-wise. The reaction mixture was stirred at 0° C. to RT for 10 minutes and 1-bromo-2,5-difluoro-4-nitrobenzene (1.2 g, 5.04 mmol) was added. The reaction mixture was stirred at 65° C. for 1 h. The reaction mixture was cooled to RT and water (30 mL) was added. Product extracted into DCM (2×30 mL) and washed with water (20 mL). The combined orga... Starting materials: [N+](=O)([O-])C=1C=C(C(=O)Cl)C=CC1 (3-nitrobenzoyl chloride), COC1=CC=C(C(=O)NC=2C(=CC=CC2)N)C=C1 (N1-(4-methoxybenzoyl)-1,2-benzenediamine). The product is [N+](=O)([O-])C=1C=C(C(=O)NC=2C(=CC=CC2)NC(C2=CC=C(C=C2)OC)=O)C=CC1 (N1-(3-Nitrobenzoyl)-N2-(4-methoxybenzoyl)-1,2-benzenediamine). The yield is 86.1%. RXN SMILES: [N+:1]([C:4]1[CH:5]=[C:6]([CH:10]=[CH:11][CH:12]=1)[C:7](Cl)=[O:8])([O-:3])=[O:2].[CH3:13][O:14][C:15]1[CH:30]=[CH:29][C:18]([C:19]([NH:21][C:22]2[C:23]([NH2:28])=[CH:24][CH:25]=[CH:26][CH:27]=2)=[O:20])=[CH:17][CH:16]=1>>[N+:1]([C:4]1[CH:5]=[C:6]([CH:10]=[CH:11][CH:12]=1)[C:7]([NH:28][C:23]1[C:22]([NH:21][C:19](=[O:20])[C:18]2[CH:17]=[CH:16][C:15]([O:14][CH3:13])=[CH:30][CH:29]=2)=[CH:27][CH:26]=[CH:25][CH:24]=1)=[O:8])([O-:3])=[O:2]. Procedure: Using the procedure described in Example 93, Part A, 3-nitrobenzoyl chloride (2.3 mmol) and N1-(4-methoxybenzoyl)-1,2-benzenediamine (2.1 mmol) yielded 708 mg (86%) of the title compound. Starting materials: ClCCCC(=O)Cl (4-chlorobutyryl chloride), NCCCCC1=CNC2=CC=C(C=C12)C(=O)OCC (3-(4-aminobutyl)-5-ethoxycarbonylindole), C(C)OC(=O)C=1C=C2C=CNC2=CC1 (5-ethoxycarbonylindole). Run in CC(=O)C (acetone), O (water). The product is ClCCCCC1=CNC2=CC=C(C=C12)C(=O)OCC (3-(4-chlorobutyl)-5-ethoxycarbonylindole), C1(C=2C(C(N1CCCCC1=CNC3=CC=C(C=C13)C(=O)OCC)=O)=CC=CC2)=O (3(4-phthalimidobutyl)-5-ethoxycarbonylindole), O1CCOC2=C1C=CC=C2 (1,4-benzodioxane). Reaction SMILES: [NH2:1][CH2:2][CH2:3][CH2:4][CH2:5][C:6]1[C:14]2[C:9](=[CH:10][CH:11]=[C:12]([C:15]([O:17][CH2:18][CH3:19])=[O:16])[CH:13]=2)[NH:8][CH:7]=1.[CH2:20]([O:22][C:23]([C:25]1[CH:26]=[C:27]2[C:31](=[CH:32][CH:33]=1)NC=C2)=[O:24])[CH3:21].[Cl:34][CH2:35][CH2:36][CH2:37][C:38](Cl)=[O:39]>CC(C)=O.O>[Cl:34][CH2:2][CH2:3][CH2:4][CH2:5][C:6]1[C:14]2[C:9](=[CH:10][CH:11]=[C:12]([C:15]([O:17][CH2:18][CH3:19])=[O:16])[CH:13]=2)[NH:8][CH:7]=1.[C:23]1(=[O:24])[N:1]([CH2:2][CH2:3][CH2:4][CH2:5][C:6]2[C:14]3[C:9](=[CH:10][CH:11]=[C:12]([C:15]([O:17][CH2:18][CH3:19])=[O:16])[CH:13]=3)[NH:8][CH:7]=2)[C:38](=[O:39])[C:33]2=[CH:32][CH:31]=[CH:27][CH:26]=[C:25]12.[O:22]1[C:37]2[CH:36]=[CH:35][CH:2]=[CH:3][C:38]=2[O:39][CH2:21][CH2:20]1. Procedure details: A mixture of 2.18 g of 3-(4-aminobutyl)-5-ethoxycarbonylindole [obtainable from 5-ethoxycarbonylindole by reaction with 4-chlorobutyryl chloride, reduction of the product to give 3-(4-chlorobutyl)-5-ethoxycarbonylindole and conversion into 3(4-phthalimidobutyl)-5-ethoxycarbonylindole] and one equivalent of 6-N,N-bis(2-chloroethyl)amino)-1,4-benzodioxane ("B") in 40 ml of acetone and 40 ml of water is boiled for 24 hours and worked up in the conventional manner. 6-[4-(4-(5-ethoxycarbonylindol-3-y...